From a dataset of the Open Reaction Database (ORD), a public repository of structured organic reaction records. describe an organic reaction: reactants, conditions, products, and yield Starting materials: [Cl-].[Al+3].[Cl-].[Cl-] (Aluminum chloride), C(Cl)(Cl)Cl (chloroform), C(C)OC(C(=O)Cl)=O (chloroglyoxylic ethyl ester), C1(=CC=CC=C1)OC (anisole). Run in O (water). Run at temperature 5 celsius, time 40 minute. Yields the product C(C)OC(C(=O)C1=CC=C(C=C1)OC)=O (4-methoxyphenylglyoxylic ethyl ester). As a reaction SMILES: [Cl-].[Al+3].[Cl-].[Cl-].C(Cl)(Cl)Cl.[CH2:9]([O:11][C:12](=[O:16])[C:13](Cl)=[O:14])[CH3:10].[C:17]1([O:23][CH3:24])[CH:22]=[CH:21][CH:20]=[CH:19][CH:18]=1>O>[CH2:9]([O:11][C:12](=[O:16])[C:13]([C:20]1[CH:21]=[CH:22][C:17]([O:23][CH3:24])=[CH:18][CH:19]=1)=[O:14])[CH3:10] |f:0.1.2.3|. Reported procedure: Aluminum chloride (84.30 g, 632 mmol) was added to chloroform (300 ml) and chloroglyoxylic ethyl ester (60 g, 439 mmol) was added dropwise to the resulting suspension over 20 minutes at 0° C. The reaction mixture was stirred for 40 minutes at 5° C. At the same temperature, anisole (68.79 g, 636 mmol) was slowly added dropwise to the reaction solution and then stirred for 12 hours at 10° C. When the reaction is completed, the reaction solution was cooled and, after adding cooling water (100 ml), ... Starting materials: NC(=O)c1c[nH]c(=O)cn1, C1COCCO1, CO, O=C(OC(=O)C(F)(F)F)C(F)(F)F, c1ccncc1. The product is N#Cc1c[nH]c(=O)cn1. RXN SMILES: [C:1]([NH2:2])(=[O:3])[c:4]1[n:5][cH:6][c:7](=[O:10])[nH:8][cH:9]1.[CH2:32]1[O:33][CH2:34][CH2:35][O:36][CH2:37]1.[CH3:30][OH:31].[F:17][C:18]([F:19])([F:20])[C:21]([O:22][C:23](=[O:24])[C:25]([F:26])([F:27])[F:28])=[O:29].[cH:11]1[cH:12][cH:13][n:14][cH:15][cH:16]1>>[C:1](#[N:2])[c:4]1[n:5][cH:6][c:7](=[O:10])[nH:8][cH:9]1. Starting materials: C(#N)C=1C=C(C=CC1)N=C=O (3-cyanophenyl isocyanate), BrC1=CC=C(N)C=C1 (4-bromoaniline), O1CCCC1 (tetrahydrofuran). Run in C(Cl)(Cl)Cl (chloroform). Run at time 72 hour. Yields the product C(#N)C=1C=C(C=CC1)NC(=O)NC1=CC=C(C=C1)Br (N-(3-cyanophenyl)-N'-(4-bromophenyl)urea). Yield: 80.5%. Reaction SMILES: [C:1]([C:3]1[CH:4]=[C:5]([N:9]=[C:10]=[O:11])[CH:6]=[CH:7][CH:8]=1)#[N:2].[Br:12][C:13]1[CH:19]=[CH:18][C:16]([NH2:17])=[CH:15][CH:14]=1.O1CCCC1>C(Cl)(Cl)Cl>[C:1]([C:3]1[CH:4]=[C:5]([NH:9][C:10]([NH:17][C:16]2[CH:18]=[CH:19][C:13]([Br:12])=[CH:14][CH:15]=2)=[O:11])[CH:6]=[CH:7][CH:8]=1)#[N:2]. Procedure details: A mixture of 3-cyanophenyl isocyanate (3.76 g, 26.1 mmol) and 4-bromoaniline (4.5 g, 26.1 mmol) in 1:1 tetrahydrofuran:chloroform (100 mL). After 72 h at ambient temperature, product was isolated by filtration, the filtrate was washed with cold chloroform and air dried to give 6.6 g of N-(3-cyanophenyl)-N'-(4-bromophenyl)urea (21 mmol). Starting materials: Cl, CCOC(=O)N1CC2CC3CCCCN3C2C1. Product: C1CCN2C(C1)CC1CNCC12. As a reaction SMILES: [ClH:18].[N:1]12[CH:2]3[CH2:3][N:4]([C:13]([O:14][CH2:15][CH3:16])=[O:17])[CH2:5][CH:6]3[CH2:7][CH:8]1[CH2:9][CH2:10][CH2:11][CH2:12]2>>[N:1]12[CH:2]3[CH2:3][NH:4][CH2:5][CH:6]3[CH2:7][CH:8]1[CH2:9][CH2:10][CH2:11][CH2:12]2. Starting materials: C(C1=CC=CC=C1)OCCCCOC1(CN(C1)C([C@@H](CC1=CC=C(C=C1)OC)NC(CCC=1N=CNC1)=O)=O)C1=C(C=CC=C1)C (N-[(R)-2-[3-(4-benzyloxybutoxy)-3-o-tolylazetidin-1-yl]-1-(4-methoxybenzyl)-2-oxoethyl]-3-(1H-imidazol-4-yl)propionamide), C (charcoal). Reagents/catalysts: [OH-].[Pd+2].[OH-] (palladium hydroxide). The solvent is C(C)(=O)O (acetic acid). Reaction conditions: time 1 hour. Yields the product OCCCCOC1(CN(C1)C([C@@H](CC1=CC=C(C=C1)OC)NC(CCC=1N=CNC1)=O)=O)C1=C(C=CC=C1)C (N-[(R)-2-[3-(4-hydroxybutoxy)-3-o-tolylazetidin-1-yl]-1-(4-methoxybenzyl)-2-oxoethyl]-3-(1H-imidazol-4-yl)propionamide). Yield: 57.2%. RXN SMILES: C([O:8][CH2:9][CH2:10][CH2:11][CH2:12][O:13][C:14]1([C:40]2[CH:45]=[CH:44][CH:43]=[CH:42][C:41]=2[CH3:46])[CH2:17][N:16]([C:18](=[O:39])[C@H:19]([NH:29][C:30](=[O:38])[CH2:31][CH2:32][C:33]2[N:34]=[CH:35][NH:36][CH:37]=2)[CH2:20][C:21]2[CH:26]=[CH:25][C:24]([O:27][CH3:28])=[CH:23][CH:22]=2)[CH2:15]1)C1C=CC=CC=1.C>C(O)(=O)C.[OH-].[Pd+2].[OH-]>[OH:8][CH2:9][CH2:10][CH2:11][CH2:12][O:13][C:14]1([C:40]2[CH:45]=[CH:44][CH:43]=[CH:42][C:41]=2[CH3:46])[CH2:15][N:16]([C:18](=[O:39])[C@H:19]([NH:29][C:30](=[O:38])[CH2:31][CH2:32][C:33]2[N:34]=[CH:35][NH:36][CH:37]=2)[CH2:20][C:21]2[CH:22]=[CH:23][C:24]([O:27][CH3:28])=[CH:25][CH:26]=2)[CH2:17]1 |f:3.4.5|. Procedure details: 900 mg (1.44 mmol) of N-[(R)-2-[3-(4-benzyloxybutoxy)-3-o-tolylazetidin-1-yl]-1-(4-methoxybenzyl)-2-oxoethyl]-3-(1H-imidazol-4-yl)propionamide are dissolved in 100 ml of acetic acid. 90 mg of 20% palladium hydroxide dispersed on active charcoal are added and the mixture is placed under a dihydrogen atmosphere and stirred for 1 hour at room temperature. The reaction medium is filtered through a layer of Celite and then concentrated to dryness. The crude residue obtained is purified by chromatogra...